Dataset: the Open Reaction Database (ORD), a public repository of structured organic reaction records. Task: describe an organic reaction: reactants, conditions, products, and yield Starting materials: ClC=1C(=NC=C(C1)C(F)(F)F)CNC(=S)C1=C(C=CC=C1)Cl (N-[(3-chloro-5-trifluoromethyl-2-pyridyl)methyl]-2-chlorobenzenethioamide), C(C=C)Br (Allyl bromide), [H-].[Na+] (sodium hydride). Run in O1CCCC1 (tetrahydrofuran), O1CCCC1 (tetrahydrofuran), O1CCCC1 (tetrahydrofuran). Conditions: time 20 minute. The product is C(C=C)SC(C1=C(C=CC=C1)Cl)=NCC1=NC=C(C=C1Cl)C(F)(F)F (N-(α-Allylthio-2-chlorobenzylidene)-(3-chloro-5-trifluoromethyl-2-pyridyl)methylamine). RXN SMILES: [H-].[Na+].[Cl:3][C:4]1[C:5]([CH2:14][NH:15][C:16]([C:18]2[CH:23]=[CH:22][CH:21]=[CH:20][C:19]=2[Cl:24])=[S:17])=[N:6][CH:7]=[C:8]([C:10]([F:13])([F:12])[F:11])[CH:9]=1.[CH2:25](Br)[CH:26]=[CH2:27]>O1CCCC1>[CH2:27]([S:17][C:16](=[N:15][CH2:14][C:5]1[C:4]([Cl:3])=[CH:9][C:8]([C:10]([F:13])([F:12])[F:11])=[CH:7][N:6]=1)[C:18]1[CH:23]=[CH:22][CH:21]=[CH:20][C:19]=1[Cl:24])[CH:26]=[CH2:25] |f:0.1|. Procedure details: To a mixture of sodium hydride (0.33 g) in tetrahydrofuran (10 ml) was added N-[(3-chloro-5-trifluoromethyl-2-pyridyl)methyl]-2-chlorobenzenethioamide (for preparation see PCT/GB/99/00304) (3.07 g) in tetrahydrofuran (50 ml) dropwise with stirring for 20 minutes until effervescence had ceased. Allyl bromide (0.09 g) in tetrahydrofuran (5 ml) was added to the reaction mixture, and the solution was stirred overnight at room temperature. The mixture was evaporated to dryness and the residue partiti... Starting materials: C(C(C)(C)C)(=O)NC=1N=C(C2=C(N1)N=CC(=C2)C#CCOC2OCCCC2)O (2-pivaloylamino-4-hydroxy-6-(3-tetrahydropyr-2-yloxyprop-1-yn-1-yl)-pyrido[2,3-d]pyrimidine), CO (methanol), N1=CC=CC2=CC=CC=C12 (quinoline), [H][H] (hydrogen). The reagents and catalysts are [Pd] (palladium on barium sulfate). The solvent is C(Cl)(Cl)Cl (chloroform), CCOCC (ether). The product is C(C(C)(C)C)(=O)NC=1N=C(C2=C(N1)N=CC(=C2)C=CCOC2OCCCC2)O (2-pivaloylamino-4-hydroxy-6-(3-tetrahydropyr-2-yloxyprop-1-en-1-yl)-pyrido[2,3-d]pyrimidine). The yield is 86.5%. Reaction SMILES: [C:1]([NH:7][C:8]1[N:9]=[C:10]([OH:28])[C:11]2[CH:17]=[C:16]([C:18]#[C:19][CH2:20][O:21][CH:22]3[CH2:27][CH2:26][CH2:25][CH2:24][O:23]3)[CH:15]=[N:14][C:12]=2[N:13]=1)(=[O:6])[C:2]([CH3:5])([CH3:4])[CH3:3].CO.N1C2C(=CC=CC=2)C=CC=1.[H][H]>[Pd].CCOCC.C(Cl)(Cl)Cl>[C:1]([NH:7][C:8]1[N:9]=[C:10]([OH:28])[C:11]2[CH:17]=[C:16]([CH:18]=[CH:19][CH2:20][O:21][CH:22]3[CH2:27][CH2:26][CH2:25][CH2:24][O:23]3)[CH:15]=[N:14][C:12]=2[N:13]=1)(=[O:6])[C:2]([CH3:4])([CH3:5])[CH3:3]. Procedure details: A mixture of 2 g (5.2 mm) of 2-pivaloylamino-4-hydroxy-6-(3-tetrahydropyr-2-yloxyprop-1-yn-1-yl)-pyrido[2,3-d]pyrimidine, 40 ml of methanol, 20 ml of chloroform, 40 mg of 5% palladium on barium sulfate, and 40 mg of synthetic quinoline was stirred under 1 atm hydrogen pressure for 40 min. The solvent then was removed by evaporation and the residue diluted with methylene chloride. The methylene chloride solution was filtered through silica gel with 2% methanol in methylene chloride to remove cata... Starting materials: C(C)(C)(C)OC(=O)NC1=C(COC=2C=3N(C=CC2)C(=C(N3)C)CC#C)C(=CC=C1)C (8-(2-t-butoxycarbonylamino-6-methylbenzyloxy)-2-methyl-3-(2-propynyl)imidazo[1,2-a]pyridine), [Cl-] (chloride). The solvent is C(C)OCC (diethyl ether), C(C)O (ethanol). Reaction conditions: time 3 hour. Product: NC1=C(COC=2C=3N(C=CC2)C(=C(N3)C)CC#C)C(=CC=C1)C (8-(2-amino-6-methylbenzyloxy)-2-methyl-3-(2-propynyl)imidazo[1,2-a]pyridine). Isolated yield 74.1%. As a reaction SMILES: C(OC([NH:8][C:9]1[CH:29]=[CH:28][CH:27]=[C:26]([CH3:30])[C:10]=1[CH2:11][O:12][C:13]1[C:14]2[N:15]([C:19]([CH2:23][C:24]#[CH:25])=[C:20]([CH3:22])[N:21]=2)[CH:16]=[CH:17][CH:18]=1)=O)(C)(C)C.[Cl-]>C(O)C.C(OCC)C>[NH2:8][C:9]1[CH:29]=[CH:28][CH:27]=[C:26]([CH3:30])[C:10]=1[CH2:11][O:12][C:13]1[C:14]2[N:15]([C:19]([CH2:23][C:24]#[CH:25])=[C:20]([CH3:22])[N:21]=2)[CH:16]=[CH:17][CH:18]=1. Reported procedure: To a solution of 8-(2-t-butoxycarbonylamino-6-methylbenzyloxy)-2-methyl-3-(2-propynyl)imidazo[1,2-a]pyridine (1.04 g) in ethanol (15.5 ml) was added dropwise 25% ethanolichydrogen chloride (8.4 ml) with ice-cooling. After being stirred for 3 hours at ambient temperature, the mixture was diluted with diethyl ether. The resulting precipitates were collected by filtration, treated with a saturated aqueous solution of sodium hydrogen carbonate and extracted with methylene chloride. The extract was w... The reactants are O=[N+]([O-])c1cc(F)c(F)cc1Br, C[O-], CO, [Na+]. Product: COc1cc(Br)c([N+](=O)[O-])cc1F. As a reaction SMILES: [Br:1][c:2]1[c:3]([N+:10](=[O:11])[O-:12])[cH:4][c:5]([F:9])[c:6]([F:8])[cH:7]1.[CH3:13][O-:14].[CH3:16][OH:17].[Na+:15]>>[Br:1][c:2]1[c:3]([N+:10](=[O:11])[O-:12])[cH:4][c:5]([F:9])[c:6]([O:14][CH3:13])[cH:7]1. Starting materials: C1(C=2C(C(N1)=O)=CC=CC2)=O.[K] (potassium phthalimide), ClCCCCC#C (1-chloro-5-hexyne), C(C)O (ethanol), ice water. Solvent: CN(C=O)C (dimethylformamide), CN(C=O)C (dimethylformamide). Reaction conditions: temperature 100 celsius. Yields the product C(CCCC#C)N1C(C=2C(C1=O)=CC=CC2)=O (N-5-hexynyl phthalimide). Yield: 40.1%. Reaction SMILES: [C:1]1(=[O:11])[NH:5][C:4](=[O:6])[C:3]2=[CH:7][CH:8]=[CH:9][CH:10]=[C:2]12.[K].Cl[CH2:14][CH2:15][CH2:16][CH2:17][C:18]#[CH:19].C(O)C>CN(C)C=O>[CH2:19]([N:5]1[C:1](=[O:11])[C:2]2=[CH:10][CH:9]=[CH:8][CH:7]=[C:3]2[C:4]1=[O:6])[CH2:18][CH2:17][CH2:16][C:15]#[CH:14] |f:0.1,^1:11|. Reported procedure: To potassium phthalimide (37.5 g) in dimethylformamide (400 ml) at 100° C. was added dropwise 1-chloro-5-hexyne (23.67 g) in dimethylformamide (100 ml). The reaction mixture was stirred at 100° C. for a further hour, cooled and stirred at room temperature overnight. The mixture was poured on to ice/water to give an oil, which on trituration gave as a white solid N-5-hexynyl phthalimide (18.35 g), m.p. 74°-6° C. (recrystallisation from ethanol).